Dataset: the Open Reaction Database (ORD), a public repository of structured organic reaction records. Task: describe an organic reaction: reactants, conditions, products, and yield The reactants are C1CCOC1, C=Cc1ccccc1, CC(C)(C#N)N=NC(C)(C)C#N, C=CC(=O)O. Product: C=Cc1ccccc1, C=CC(=O)O. As a reaction SMILES: [CH2:26]1[O:27][CH2:28][CH2:29][CH2:30]1.[CH2:6]=[CH:7][c:8]1[cH:9][cH:10][cH:11][cH:12][cH:13]1.[N:14]#[C:15][C:16]([N:17]=[N:18][C:19]([C:20]#[N:21])([CH3:22])[CH3:23])([CH3:24])[CH3:25].[OH:1][C:2](=[O:3])[CH:4]=[CH2:5]>>[CH2:6]=[CH:7][c:8]1[cH:9][cH:10][cH:11][cH:12][cH:13]1.[O:1]=[C:2]([OH:3])[CH:4]=[CH2:5]. Starting materials: CCCC[SnH](CCCC)CCCC, Cc1ccccc1, CC(C)(C#N)N=NC(C)(C)C#N, O=C(CBr)c1coc2ccccc12. Yields the product CC(=O)c1coc2ccccc12. Reaction SMILES: [CH2:14]([SnH:15]([CH2:16][CH2:17][CH2:18][CH3:19])[CH2:20][CH2:21][CH2:22][CH3:23])[CH2:24][CH2:25][CH3:26].[CH3:39][c:40]1[cH:41][cH:42][cH:43][cH:44][cH:45]1.[N:27]([C:28]([CH3:29])([CH3:30])[C:31]#[N:32])=[N:33][C:34]([CH3:35])([CH3:36])[C:37]#[N:38].[o:1]1[cH:2][c:3]([C:10]([CH2:11][Br:12])=[O:13])[c:4]2[c:5]1[cH:6][cH:7][cH:8][cH:9]2>>[o:1]1[cH:2][c:3]([C:10]([CH3:11])=[O:13])[c:4]2[c:5]1[cH:6][cH:7][cH:8][cH:9]2. The reactants are ClCCCS(=O)(=O)C1=CC=C(C=C1)Cl (1-chloro-3-(p-chlorophenylsulfonyl)propane), C1(C=2C(C(N1)=O)=CC=CC2)=O.[K] (potassium phthalimide). Solvent: CN(C=O)C (dimethylformamide). Run at time 8 hour. Product: ClC1=CC=C(C=C1)S(=O)(=O)CCCN1C(C2=CC=CC=C2C1=O)=O (2-[3-[(4-Chlorophenyl)sulfonyl]propyl]-1,3-dihydro-2H-isoindole-1,3-dione). As a reaction SMILES: Cl[CH2:2][CH2:3][CH2:4][S:5]([C:8]1[CH:13]=[CH:12][C:11]([Cl:14])=[CH:10][CH:9]=1)(=[O:7])=[O:6].[C:15]1(=[O:25])[NH:19][C:18](=[O:20])[C:17]2=[CH:21][CH:22]=[CH:23][CH:24]=[C:16]12.[K]>CN(C)C=O>[Cl:14][C:11]1[CH:12]=[CH:13][C:8]([S:5]([CH2:4][CH2:3][CH2:2][N:19]2[C:15](=[O:25])[C:16]3[C:17](=[CH:21][CH:22]=[CH:23][CH:24]=3)[C:18]2=[O:20])(=[O:7])=[O:6])=[CH:9][CH:10]=1 |f:1.2,^1:25|. Procedure details: A solution of 17.8 g (0.07 mole) of 1-chloro-3-(p-chlorophenylsulfonyl)propane and 15.2 g (0.082 mole) of potassium phthalimide in 300 ml of dimethylformamide was stirred at 90°-110° C. for 2 hr and then quenched in water. The mixture was extracted with methylene chloride and the methylene chloride layer dried over magnesium sulfate. Diethylether and hexane were added and the solution stored at 0° C. overnight. The crystalline product was recrystallized from methylene chloride diethyl ether to g... The product is O=C(O)c1cnc(OCC2CC2)c(-c2ccc(Cl)cc2)n1. Starting materials: O=C(O)c1cnc(Br)c(-c2ccc(Cl)cc2)n1, OCC1CC1, Cl, [H-], [Na+], CN(C)C=O, O. As a reaction SMILES: [Br:8][c:9]1[n:10][cH:11][c:12]([C:22](=[O:23])[OH:24])[n:13][c:14]1-[c:15]1[cH:16][cH:17][c:18]([Cl:21])[cH:19][cH:20]1.[CH:1]1([CH2:4][OH:5])[CH2:2][CH2:3]1.[ClH:25].[H-:6].[Na+:7].[O:26]=[CH:27][N:28]([CH3:29])[CH3:30].[OH2:31]>>[CH:1]1([CH2:4][O:5][c:9]2[n:10][cH:11][c:12]([C:22](=[O:23])[OH:24])[n:13][c:14]2-[c:15]2[cH:16][cH:17][c:18]([Cl:21])[cH:19][cH:20]2)[CH2:2][CH2:3]1.